From a dataset of the Open Reaction Database (ORD), a public repository of structured organic reaction records. describe an organic reaction: reactants, conditions, products, and yield Starting materials: CCOC(=O)CSc1sccc1C1OCCO1, CC(C)=O, Cc1ccc(S(=O)(=O)O)cc1. Yields the product CCOC(=O)CSc1sccc1C=O. RXN SMILES: [C:1](=[O:2])([O:3][CH2:4][CH3:5])[CH2:6][S:7][c:8]1[s:9][cH:10][cH:11][c:12]1[CH:13]1[O:14][CH2:17][CH2:16][O:15]1.[CH3:29][C:30](=[O:31])[CH3:32].[c:18]1([CH3:19])[cH:20][cH:21][c:22]([S:23]([OH:24])(=[O:25])=[O:26])[cH:27][cH:28]1>>[C:1](=[O:2])([O:3][CH2:4][CH3:5])[CH2:6][S:7][c:8]1[s:9][cH:10][cH:11][c:12]1[CH:13]=[O:14].